This data is from the Open Reaction Database (ORD), a public repository of structured organic reaction records. The task is: describe an organic reaction: reactants, conditions, products, and yield Reactants: C(C=C)(=O)O (acrylic acid), C(C=C)(=O)OCCCC (n-butyl acrylate), C(C(=C)C)(=O)OC (methyl methacrylate), 2,2'-azobisisobutylonitrile, C(CCCCCCCCCCC)S (n-dodecylmercaptan), polystyrene. Run in O1CCOCC1 (dioxane), CCCCCC (n-hexane). Product: C(C(=C)C)(=O)O.C(C=C)(=O)OCCCC.C(C(=C)C)(=O)OC (methacrylic acid n-butyl acrylate methyl methacrylate). The yield is 75.5%. RXN SMILES: C(O)(=O)C=C.[C:6]([O:10][CH2:11][CH2:12][CH2:13][CH3:14])(=[O:9])[CH:7]=[CH2:8].[C:15]([O:20][CH3:21])(=[O:19])[C:16]([CH3:18])=[CH2:17].C(S)CCCCCCCCCCC>CCCCCC.O1CCOCC1>[C:15]([OH:20])(=[O:19])[C:16]([CH3:18])=[CH2:17].[C:6]([O:10][CH2:11][CH2:12][CH2:13][CH3:14])(=[O:9])[CH:7]=[CH2:8].[C:15]([O:20][CH3:21])(=[O:19])[C:16]([CH3:18])=[CH2:17] |f:6.7.8|. Procedure: Into a 1 l four-necked flask, 8.0 g of acrylic acid, 13.5 g of n-butyl acrylate, 28.5 g of methyl methacrylate, 10.0 g of 2,2'-azobisisobutylonitrile (AIBN), 5.0 g of n-dodecylmercaptan and 500 ml of dioxane were charged, dissolved and stirred. Then, stirring was continued under a nitrogen stream at 70° C. for 6 hours. The reaction solution was put into n-hexane to precipitate the resin. Purification with tetrahydrofuran/n-hexane was repeated, followed by vacuum drying at 40° C. to obtain a resi...